From a dataset of the Open Reaction Database (ORD), a public repository of structured organic reaction records. describe an organic reaction: reactants, conditions, products, and yield Reactants: COC(=O)C([C@@H]1[C@H]([C@H]([C@@H](O1)N1C=NC=2C(N)=NC=NC12)O)O)O (adenosine-5'-carboxylic acid methyl ester), D-benzedrine, C(CCC)O (n-butanol). Yields the product C(CCC)OC(=O)C([C@@H]1[C@H]([C@H]([C@@H](O1)N1C=NC=2C(N)=NC=NC12)O)O)O (Adenosine-5'-carboxylic acid n-butyl ester). Isolated yield 87.0%. Reaction SMILES: [CH3:1][O:2][C:3]([CH:5]([OH:23])[C@H:6]1[O:10][C@@H:9]([N:11]2[C:20]3[N:19]=[CH:18][N:17]=[C:15]([NH2:16])[C:14]=3[N:13]=[CH:12]2)[C@H:8]([OH:21])[C@@H:7]1[OH:22])=[O:4].[CH2:24](O)[CH2:25][CH2:26]C>>[CH2:1]([O:2][C:3]([CH:5]([OH:23])[C@H:6]1[O:10][C@@H:9]([N:11]2[C:20]3[N:19]=[CH:18][N:17]=[C:15]([NH2:16])[C:14]=3[N:13]=[CH:12]2)[C@H:8]([OH:21])[C@@H:7]1[OH:22])=[O:4])[CH2:24][CH2:25][CH3:26]. Procedure: 5 g of adenosine-5'-carboxylic acid methyl ester are dissolved in 200 ml of n-butanol and, together with 3 g of D-benzedrine, boiled under reflux for 3 hours. The reaction mixture is filtered and the filtrate evaporated in a vacuum. The evaporation residue is triturated with ether, filtered off with suction, again washed with ether and dried. There are thus obtained 5.6 g of adenosine-5'-carboxylic acid n-butyl ester, which has a melting point of 166°-167° C. The yield is 87% of theory. The crud... The reactants are OC1=C(C=NC2=CC(=CC=C12)C(F)(F)F)C(=O)Cl (4-hydroxy-7-trifluoromethyl-3-quinoline-carboxylic acid chloride), NC=1SC=CN1 (2-amino-thiazole). Product: S1C(=NC=C1)NC(=O)C=1C=NC2=CC(=CC=C2C1O)C(F)(F)F (N-[2-thiazolyl]-4-hydroxy- 7-trifluoromethyl-3-quinoline-carboxamide). The yield is 56.6%. As a reaction SMILES: [OH:1][C:2]1[C:11]2[C:6](=[CH:7][C:8]([C:12]([F:15])([F:14])[F:13])=[CH:9][CH:10]=2)[N:5]=[CH:4][C:3]=1[C:16](Cl)=[O:17].[NH2:19][C:20]1[S:21][CH:22]=[CH:23][N:24]=1>>[S:21]1[CH:22]=[CH:23][N:24]=[C:20]1[NH:19][C:16]([C:3]1[CH:4]=[N:5][C:6]2[C:11]([C:2]=1[OH:1])=[CH:10][CH:9]=[C:8]([C:12]([F:15])([F:14])[F:13])[CH:7]=2)=[O:17]. Reported procedure: Using the procedure of Step B of Example 1, 3.7 g of the acid chloride of Step A and 1.35 g of 2-amino-thiazole were reacted to obtain 2.58 g of N-[2-thiazolyl]-4-hydroxy- 7-trifluoromethyl-3-quinoline-carboxamide melting above 369° C. Procedure details: To a mixture of 87 g (0.29 mol) 3-cyano-3-(4-bromophenyl)-2-ketopropionic acid ethyl ester, 44 ml 38% formaldehyde and 180 ml water are added dropwise within 1 hour and with stirring, at a temperature of 10°-15°, a solution of 26 g Na2CO3 in 85 ml water. The mixture is stirred further for 17 hours at room temperature and then three times extracted with 200 ml diethylether. The ether solution is washed with water, dried, evaporated and the residue kept for one hour at 60° under high vacuum. The o... Reactants: C(C)OC(C(C(C1=CC=C(C=C1)Br)C#N)=O)=O (3-cyano-3-(4-bromophenyl)-2-ketopropionic acid ethyl ester), C=O (formaldehyde), C(=O)([O-])[O-].[Na+].[Na+] (Na2CO3). The solvent is O (water), O (water). The product is C(#N)C(CO)C1=CC=C(C=C1)Br (2-Cyano-2-(4-bromophenyl)ethanol). As a reaction SMILES: C(OC(=O)[C:5](=[O:16])[CH:6]([C:14]#[N:15])[C:7]1[CH:12]=[CH:11][C:10]([Br:13])=[CH:9][CH:8]=1)C.C=O.C([O-])([O-])=O.[Na+].[Na+]>O>[C:14]([CH:6]([C:7]1[CH:8]=[CH:9][C:10]([Br:13])=[CH:11][CH:12]=1)[CH2:5][OH:16])#[N:15] |f:2.3.4|. Run at time 1 hour. The reactants are [BH4-].[Na+] (Sodium borohydride), ClC=1C=CC(=C(C1)CC#N)F (5-chloro-2-fluorophenylacetonitrile). The reagents and catalysts are O.O.O.O.O.O.[Co](Cl)Cl (cobalt (II) chloride hexahydrate). Run in CO (methanol). Conditions: time 3 hour. Product: N (ammonia), ClC=1C=CC(=C(C1)CCN)F (2-(5-Chloro-2-fluoro-phenyl)-ethylamine). RXN SMILES: [BH4-].[Na+].[Cl:3][C:4]1[CH:5]=[CH:6][C:7]([F:13])=[C:8]([CH2:10][C:11]#[N:12])[CH:9]=1>CO.O.O.O.O.O.O.[Co](Cl)Cl>[NH3:12].[Cl:3][C:4]1[CH:5]=[CH:6][C:7]([F:13])=[C:8]([CH2:10][CH2:11][NH2:12])[CH:9]=1 |f:0.1,4.5.6.7.8.9.10|. Procedure details: Sodium borohydride (1.73 g, 45.51 mmol) was added portionwise to a solution of 5-chloro-2-fluorophenylacetonitrile (1.04 g, 6.15 mmol) and cobalt (II) chloride hexahydrate (2.18 g, 9.22 mmol) in methanol (30 mL) and the mixture was stirred at room temperature for 3 hours. The suspension was then filtered though Celite®, concentrated in vacuo and the residue was partitioned between 1M hydrochloric acid (40 mL) and dichloromethane (40 mL). The aqueous phase was separated, basified to pH 11 with 1M... The reactants are NC1=NC(=C(C(=N1)N)N)O (2,4,5-triamino-6-hydroxy-pyrimidine), acyl, O=C[C@H](O)[C@H](O)[C@@H](O)[C@@H](O)C (L-rhamnose), 1',2'-diacyl-L-biopterin, ( III ), acyl, 1,1-dialkylsulfonyl-L-rhamnose, C1(=CC=CC=C1)NN=C[C@H](O)[C@@H](O)[C@@H](O)C (5-deoxy-L-arabinose-phenylhydrazone). The product is NN (hydrazine), C[C@@H]([C@@H]([C@H]1CNC2=C(N1)C(=O)N=C(N2)N)O)O (tetrahydro-L-biopterin). As a reaction SMILES: O=C[C@@H:3]([C@@H:5]([C@H:7]([C@H:9]([CH3:11])[OH:10])[OH:8])O)O.C1([NH:18][N:19]=C[C@@H]([C@H]([C@H](C)O)O)O)C=CC=CC=1.[NH2:28][C:29]1[N:34]=[C:33]([NH2:35])[C:32]([NH2:36])=[C:31]([OH:37])[N:30]=1>>[NH2:18][NH2:19].[CH3:11][C@H:9]([OH:10])[C@H:7]([OH:8])[C@@H:5]1[NH:36][C:32]2[C:31]([N:30]=[C:29]([NH2:28])[NH:34][C:33]=2[NH:35][CH2:3]1)=[O:37]. Reported procedure: 1',2'-diacyl-L-biopterin of the general formula (III) can be prepared by converting L-rhamnose to an acyl derivative of 5-deoxy-L-arabinose-phenylhydrazone through a 1,1-dialkylsulfonyl-L-rhamnose, reacting the obtained acyl derivative with 2,4,5-triamino-6-hydroxy-pyrimidine to obtain a hydrazine derivative of tetrahydro-L-biopterin and oxidizing the hydrazine derivative, without isolating the intermediate products in the course of reaction from the 1,1-dialkylsufonyl-L-rhamnose to the 1',2'-di... Starting materials: CCOC(=O)C(C(=O)OCC)c1cc([N+](=O)[O-])ccc1Cl, CCO, [Cl-], [NH4+], O. Yields the product CCOC(=O)C(C(=O)OCC)c1cc(N)ccc1Cl. As a reaction SMILES: [CH2:1]([CH3:2])[O:3][C:4]([CH:5]([C:6](=[O:7])[O:8][CH2:9][CH3:10])[c:11]1[c:12]([Cl:20])[cH:13][cH:14][c:15]([N+:17]([O-:18])=[O:19])[cH:16]1)=[O:21].[CH3:24][CH2:25][OH:26].[Cl-:22].[NH4+:23].[OH2:27]>>[CH2:1]([CH3:2])[O:3][C:4]([CH:5]([C:6](=[O:7])[O:8][CH2:9][CH3:10])[c:11]1[c:12]([Cl:20])[cH:13][cH:14][c:15]([NH2:17])[cH:16]1)=[O:21]. The reactants are COC(=O)CC(C)=O, CC(=O)OC(C)=O, CC(C)=O, ClCCl. Yields the product COC(=O)C(C(C)=O)=C(C)C. Reaction SMILES: [C:1]([CH2:2][C:3](=[O:4])[CH3:5])(=[O:6])[O:7][CH3:8].[CH3:13][C:14]([O:15][C:16](=[O:17])[CH3:18])=[O:19].[CH3:9][C:10]([CH3:11])=[O:12].[Cl:20][CH2:21][Cl:22]>>[C:1]([C:2]([C:3](=[O:4])[CH3:5])=[C:10]([CH3:9])[CH3:11])(=[O:6])[O:7][CH3:8].